Dataset: the Open Reaction Database (ORD), a public repository of structured organic reaction records. Task: describe an organic reaction: reactants, conditions, products, and yield Starting materials: C(CC#C)O (3-butyn-1-ol), N1=CC=CC=C1 (pyridine), C(C=C)C(C(=O)Cl)(OC)C1=CC=CC=C1 (α-allyl-α-methoxyphenyl acetic chloride). Run in C1=CC=CC=C1 (benzene), C1=CC=CC=C1 (benzene). Yields the product C(C=C)C(C(=O)OCCC#C)(OC)C1=CC=CC=C1 (3-butynyl α-allyl-α -methoxyphenylacetate). Isolated yield 89.2%. RXN SMILES: [CH2:1]([OH:5])[CH2:2][C:3]#[CH:4].N1C=CC=CC=1.[CH2:12]([C:15]([C:21]1[CH:26]=[CH:25][CH:24]=[CH:23][CH:22]=1)([O:19][CH3:20])[C:16](Cl)=[O:17])[CH:13]=[CH2:14]>C1C=CC=CC=1>[CH2:12]([C:15]([C:21]1[CH:26]=[CH:25][CH:24]=[CH:23][CH:22]=1)([O:19][CH3:20])[C:16]([O:5][CH2:1][CH2:2][C:3]#[CH:4])=[O:17])[CH:13]=[CH2:14]. Procedure details: Into a solution of 1.4 g of 3-butyn-1-ol and 20 g of pyridine in 20 cc of benzene, was added a solution of 4.5 g of α-allyl-α-methoxyphenyl acetic chloride in 10 cc of benzene while being cooled with ice, whereby white precipitates were deposited immediately. The reaction mixture was washed with a diluted hydrochloric acid, 5% aqueous solution of sodium carbonate and an aqueous solution saturated with sodium chloride, and dried over anhydrous sodium sulfate. Evaporation of benzene gave 4.6 g of ... Reactants: O (water), C(C1=CC=CC=C1)(C1=CC=CC=C1)(C1=CC=CC=C1)NC=1SC=C(N1)/C(/C(=O)OCC)=N/O (ethyl (Z)-2-(2-tritylaminothiazol-4-yl)-2-hydroxyiminoacetate), CN1C(C(CC1)Br)=O (1-methyl-3-bromo-2-pyrrolidone), C([O-])([O-])=O.[K+].[K+] (potassium carbonate). The solvent is CS(=O)C (dimethylsulfoxide). Run at time 10 minute. Yields the product C(C1=CC=CC=C1)(C1=CC=CC=C1)(C1=CC=CC=C1)NC=1SC=C(N1)/C(/C(=O)OCC)=N/OC1C(N(CC1)C)=O (ethyl (Z)-2-(2-tritylaminothiazol-4-yl)-2-[(1-methyl-2-pyrrolidon-3-yl)oxyimino]acetate). Yield: 64.2%. RXN SMILES: [C:1]([NH:20][C:21]1[S:22][CH:23]=[C:24](/[C:26](=[N:32]/[OH:33])/[C:27]([O:29][CH2:30][CH3:31])=[O:28])[N:25]=1)([C:14]1[CH:19]=[CH:18][CH:17]=[CH:16][CH:15]=1)([C:8]1[CH:13]=[CH:12][CH:11]=[CH:10][CH:9]=1)[C:2]1[CH:7]=[CH:6][CH:5]=[CH:4][CH:3]=1.C(=O)([O-])[O-].[K+].[K+].[CH3:40][N:41]1[CH2:45][CH2:44][CH:43](Br)[C:42]1=[O:47].O>CS(C)=O>[C:1]([NH:20][C:21]1[S:22][CH:23]=[C:24](/[C:26](=[N:32]/[O:33][CH:43]2[CH2:44][CH2:45][N:41]([CH3:40])[C:42]2=[O:47])/[C:27]([O:29][CH2:30][CH3:31])=[O:28])[N:25]=1)([C:14]1[CH:19]=[CH:18][CH:17]=[CH:16][CH:15]=1)([C:8]1[CH:9]=[CH:10][CH:11]=[CH:12][CH:13]=1)[C:2]1[CH:7]=[CH:6][CH:5]=[CH:4][CH:3]=1 |f:1.2.3|. Procedure details: 2.7 g of ethyl (Z)-2-(2-tritylaminothiazol-4-yl)-2-hydroxyiminoacetate are dissolved in 12 ml of dimethylsulfoxide, and 1.0 g of anhydrous potassium carbonate is added thereto under nitrogen gas atmosphere. The mixture is stirred at room temperature for 10 minutes. 1.2 g of 1-methyl-3-bromo-2-pyrrolidone are added to the mixture, and the mixture is stirred at room temperature for 5 hours. The reaction mixture is poured into 100 ml of water, and crystalline precipitates are collected by filtratio... Starting materials: N#CC1=C(C#N)C(=O)C(Cl)=C(Cl)C1=O, C1CCOC1, OCc1ccc2[nH]c(-c3n[nH]c4ccccc34)cc2c1. Yields the product O=Cc1ccc2[nH]c(-c3n[nH]c4ccccc34)cc2c1. Reaction SMILES: [Cl:21][C:22]1=[C:33]([Cl:34])[C:31](=[O:32])[C:28]([C:29]#[N:30])=[C:25]([C:26]#[N:27])[C:23]1=[O:24].[O:35]1[CH2:36][CH2:37][CH2:38][CH2:39]1.[nH:1]1[n:2][c:3](-[c:10]2[nH:11][c:12]3[cH:13][cH:14][c:15]([CH2:19][OH:20])[cH:16][c:17]3[cH:18]2)[c:4]2[cH:5][cH:6][cH:7][cH:8][c:9]12>>[nH:1]1[n:2][c:3](-[c:10]2[nH:11][c:12]3[cH:13][cH:14][c:15]([CH:19]=[O:20])[cH:16][c:17]3[cH:18]2)[c:4]2[cH:5][cH:6][cH:7][cH:8][c:9]12. Yield: 46.2%. Procedure details: Proceeding as in Example 1, but substituting 3-nitropropanoic acid hydrochloride and (S)-2-amino-3-(benzyloxy)-N-(4-(4-fluorophenoxy)phenyl)propanamide, gave Compound 245, (S)-3-(benzyloxy)-N-(4-(4-fluorophenoxy)phenyl)-2-(3-nitropropanamido)propanamide (3 mg, 46.2%). MS (EI) for C25H24FN3O6. found 482.5 (MH+). Yields the product Compound 245, C(C1=CC=CC=C1)OC[C@@H](C(=O)NC1=CC=C(C=C1)OC1=CC=C(C=C1)F)NC(CC[N+](=O)[O-])=O ((S)-3-(benzyloxy)-N-(4-(4-fluorophenoxy)phenyl)-2-(3-nitropropanamido)propanamide). Reaction SMILES: Cl.[N+:2]([CH2:5][CH2:6][C:7]([OH:9])=O)([O-:4])=[O:3].[NH2:10][C@@H:11]([CH2:29][O:30][CH2:31][C:32]1[CH:37]=[CH:36][CH:35]=[CH:34][CH:33]=1)[C:12]([NH:14][C:15]1[CH:20]=[CH:19][C:18]([O:21][C:22]2[CH:27]=[CH:26][C:25]([F:28])=[CH:24][CH:23]=2)=[CH:17][CH:16]=1)=[O:13]>>[CH2:31]([O:30][CH2:29][C@H:11]([NH:10][C:7](=[O:9])[CH2:6][CH2:5][N+:2]([O-:4])=[O:3])[C:12]([NH:14][C:15]1[CH:20]=[CH:19][C:18]([O:21][C:22]2[CH:27]=[CH:26][C:25]([F:28])=[CH:24][CH:23]=2)=[CH:17][CH:16]=1)=[O:13])[C:32]1[CH:37]=[CH:36][CH:35]=[CH:34][CH:33]=1 |f:0.1|. Starting materials: Cl.[N+](=O)([O-])CCC(=O)O (3-nitropropanoic acid hydrochloride), N[C@H](C(=O)NC1=CC=C(C=C1)OC1=CC=C(C=C1)F)COCC1=CC=CC=C1 ((S)-2-amino-3-(benzyloxy)-N-(4-(4-fluorophenoxy)phenyl)propanamide). The reactants are [Br-], O=C1CCC2CN(C(=O)c3ccccc3)CCC2C1, C1CCOC1, [Cl-], Fc1ccc([Mg])cc1, [NH4+], [Na+], [OH-], [OH]. Product: O=C(c1ccccc1)N1CCC2CC(O)(c3ccc(F)cc3)CCC2C1. RXN SMILES: [Br-:28].[C:1]([c:2]1[cH:3][cH:4][cH:5][cH:6][cH:7]1)(=[O:8])[N:9]1[CH2:10][CH:11]2[CH2:12][CH2:13][C:14](=[O:19])[CH2:15][CH:16]2[CH2:17][CH2:18]1.[CH2:34]1[O:35][CH2:36][CH2:37][CH2:38]1.[Cl-:29].[F:20][c:21]1[cH:22][cH:23][c:24]([Mg:27])[cH:25][cH:26]1.[NH4+:30].[Na+:32].[OH-:31].[OH:33]>>[C:1]([c:2]1[cH:3][cH:4][cH:5][cH:6][cH:7]1)(=[O:8])[N:9]1[CH2:10][CH:11]2[CH2:12][CH2:13][C:14]([OH:19])([c:24]3[cH:23][cH:22][c:21]([F:20])[cH:26][cH:25]3)[CH2:15][CH:16]2[CH2:17][CH2:18]1.